The task is: describe an organic reaction: reactants, conditions, products, and yield. This data is from the Open Reaction Database (ORD), a public repository of structured organic reaction records. The reactants are O=[N+]([O-])c1cc(Br)cc(Br)c1, CO, [Cl-], [Fe], [NH4+]. The product is Nc1cc(Br)cc(Br)c1. As a reaction SMILES: [Br:1][c:2]1[cH:3][c:4]([N+:9]([O-:10])=[O:11])[cH:5][c:6]([Br:8])[cH:7]1.[CH3:14][OH:15].[Cl-:12].[Fe:16].[NH4+:13]>>[Br:1][c:2]1[cH:3][c:4]([NH2:9])[cH:5][c:6]([Br:8])[cH:7]1. The reactants are CCO[SiH](OCC)OCC, C1CCOC1, CC(C)[O-], CC(C)[O-], CC(C)[O-], [Na+], [OH-], [Y+3], CC(=O)CCc1ccccc1. Yields the product CC(O)CCc1ccccc1. As a reaction SMILES: [CH2:1]([O:2][SiH:3]([O:4][CH2:5][CH3:6])[O:7][CH2:8][CH3:9])[CH3:10].[CH2:37]1[O:38][CH2:39][CH2:40][CH2:41]1.[CH3:24][CH:25]([CH3:26])[O-:27].[CH3:29][CH:30]([CH3:31])[O-:32].[CH3:33][CH:34]([CH3:35])[O-:36].[Na+:23].[OH-:22].[Y+3:28].[c:11]1([CH2:17][CH2:18][C:19]([CH3:20])=[O:21])[cH:12][cH:13][cH:14][cH:15][cH:16]1>>[c:11]1([CH2:17][CH2:18][CH:19]([CH3:20])[OH:21])[cH:12][cH:13][cH:14][cH:15][cH:16]1. Starting materials: C#CC(=O)OC, [Li]CCCC, O=Cc1ccc2c(c1)CCC2, [Cl-], [NH4+], C1CCOC1. Yields the product COC(=O)C#CC(O)c1ccc2c(c1)CCC2. As a reaction SMILES: [C:1]([C:2]#[CH:3])(=[O:4])[O:5][CH3:6].[CH2:7]([Li:8])[CH2:9][CH2:10][CH3:11].[CH:12](=[O:13])[c:14]1[cH:15][c:16]2[c:20]([cH:21][cH:22]1)[CH2:19][CH2:18][CH2:17]2.[Cl-:23].[NH4+:24].[O:25]1[CH2:26][CH2:27][CH2:28][CH2:29]1>>[C:1]([C:2]#[C:3][CH:12]([OH:13])[c:14]1[cH:15][c:16]2[c:20]([cH:21][cH:22]1)[CH2:19][CH2:18][CH2:17]2)(=[O:4])[O:5][CH3:6]. Starting materials: CS(=O)(=O)Cl (methanesulfonyl chloride), NC1=C(C(=O)O)C=C(C=C1C)Cl (2-amino-3-methyl-5-chlorobenzoic acid), product, N1=CC=CC=C1 (pyridine), ClC1(C=CNN1C1=NC=CC=C1Cl)C(=O)O (5-chloro-1-(3-chloro-2-pyridinyl)-1H-pyrazole-5-carboxylic acid), ClC1=NN(C(=C1)C(=O)O)C1=NC=CC=C1Cl (3-Chloro-1-(3-chloro-2-pyridinyl)-1H-pyrazole-5-carboxylic acid), N1=CC=CC=C1 (pyridine), CS(=O)(=O)Cl (Methanesulfonyl chloride). Solvent: O (Water), C(C)#N (acetonitrile), C(C)#N (acetonitrile), C(C)#N (acetonitrile), C(C)#N (acetonitrile). Conditions: temperature -5 celsius, time 5 minute. Product: ClC=1C=C(C2=C(C(OC(=N2)C2=CC(=NN2C2=NC=CC=C2Cl)Cl)=O)C1)C (6-chloro-2-[3-chloro-1-(3-chloro-2-pyridinyl)-1H-pyrazol-5-yl]-8-methyl-4H-3,1-benzoxazin-4-one). As a reaction SMILES: CS(Cl)(=O)=O.ClC1(C(O)=O)N(C2C(Cl)=CC=CN=2)NC=C1.[Cl:22][C:23]1[CH:27]=[C:26]([C:28]([OH:30])=O)[N:25]([C:31]2[C:36]([Cl:37])=[CH:35][CH:34]=[CH:33][N:32]=2)[N:24]=1.N1C=CC=CC=1.[NH2:44][C:45]1[C:53]([CH3:54])=[CH:52][C:51]([Cl:55])=[CH:50][C:46]=1[C:47](O)=[O:48]>C(#N)C.O>[Cl:55][C:51]1[CH:52]=[C:53]([CH3:54])[C:45]2[N:44]=[C:28]([C:26]3[N:25]([C:31]4[C:36]([Cl:37])=[CH:35][CH:34]=[CH:33][N:32]=4)[N:24]=[C:23]([Cl:22])[CH:27]=3)[O:30][C:47](=[O:48])[C:46]=2[CH:50]=1. Procedure details: Methanesulfonyl chloride (1.0 mL, 1.5 g 13 mmol) was dissolved in acetonitrile (10 mL) and the mixture was cooled to −5° C. A solution of 5-chloro-1-(3-chloro-2-pyridinyl)-1H-pyrazole-5-carboxylic acid (i.e. the carboxylic acid product of Example 8, Step D) (2.58 g, 10 mmol) and pyridine (1.4 mL, 1.4 g, 17 mmol) in acetonitrile (10 mL) was added dropwise over 5 minutes at −5 to 0° C. A slurry formed during the addition. The mixture was stirred 5 minutes at this temperature, and then 2-amino-3-me... Reactants: OC(C[C@@]1(CCN(C(O1)=O)[C@@H](C)C1=CC=C(C=C1)C1=CC=C(N=N1)C(=O)O)C1=CC=CC=C1)(C)C (6-(4-{(S)-1-[(S)-6-(2-hydroxy-2-methyl-propyl)-2-oxo-6-phenyl-[1,3]oxazinan-3-yl]-ethyl}-phenyl)-pyridazine-3-carboxylic acid), CN (methylamine). Yields the product CNC(=O)C=1N=NC(=CC1)C1=CC=C(C=C1)[C@H](C)N1C(O[C@](CC1)(C1=CC=CC=C1)CC(C)(C)O)=O (6-(4-{(S)-1-[(S)-6-(2-Hydroxy-2-methyl-propyl)-2-oxo-6-phenyl-[1,3]oxazinan-3-yl]-ethyl}-phenyl)-pyridazine-3-carboxylic acid methylamide). RXN SMILES: [OH:1][C:2]([CH3:35])([CH3:34])[CH2:3][C@@:4]1([C:28]2[CH:33]=[CH:32][CH:31]=[CH:30][CH:29]=2)[O:9][C:8](=[O:10])[N:7]([C@H:11]([C:13]2[CH:18]=[CH:17][C:16]([C:19]3[N:24]=[N:23][C:22]([C:25](O)=[O:26])=[CH:21][CH:20]=3)=[CH:15][CH:14]=2)[CH3:12])[CH2:6][CH2:5]1.[CH3:36][NH2:37]>>[CH3:36][NH:37][C:25]([C:22]1[N:23]=[N:24][C:19]([C:16]2[CH:17]=[CH:18][C:13]([C@@H:11]([N:7]3[CH2:6][CH2:5][C@:4]([CH2:3][C:2]([OH:1])([CH3:35])[CH3:34])([C:28]4[CH:29]=[CH:30][CH:31]=[CH:32][CH:33]=4)[O:9][C:8]3=[O:10])[CH3:12])=[CH:14][CH:15]=2)=[CH:20][CH:21]=1)=[O:26]. Reported procedure: The title compound was prepared from 6-(4-{(S)-1-[(S)-6-(2-hydroxy-2-methyl-propyl)-2-oxo-6-phenyl-[1,3]oxazinan-3-yl]-ethyl}-phenyl)-pyridazine-3-carboxylic acid and methylamine (2 mol/L in tetrahydrofuran) following a procedure analogous to that described in Example 203. Mass spectrum (ESI+): m/z=489 [M+H]+. Reactants: C(C1=CC=CC=C1)(=O)C1CCNCC1 (4-benzoylpiperidine), N1C=CC2=CC=CC=C12 (indole), C([O-])([O-])=O.[K+].[K+] (potassium carbonate), C(C(=O)Cl)(=O)Cl (oxalyl chloride), N1C=C(C2=CC=CC=C12)C(C(=O)Cl)=O (3-indoleglyoxyloyl chloride). The solvent is C(Cl)(Cl)Cl (chloroform), CCOCC (ether). Yields the product C(C1=CC=CC=C1)(=O)C1CCN(CC1)C(C(=O)C1=CNC2=CC=CC=C12)=O (4-benzoyl-1-(indol-3-ylglyoxyloyl)piperidine). As a reaction SMILES: N1C2C(=CC=CC=2)C=C1.C(Cl)(=O)C(Cl)=O.[NH:16]1[C:24]2[C:19](=[CH:20][CH:21]=[CH:22][CH:23]=2)[C:18]([C:25](=[O:29])[C:26](Cl)=[O:27])=[CH:17]1.[C:30]([CH:38]1[CH2:43][CH2:42][NH:41][CH2:40][CH2:39]1)(=[O:37])[C:31]1[CH:36]=[CH:35][CH:34]=[CH:33][CH:32]=1.C(=O)([O-])[O-].[K+].[K+]>C(Cl)(Cl)Cl.CCOCC>[C:30]([CH:38]1[CH2:43][CH2:42][N:41]([C:26](=[O:27])[C:25]([C:18]2[C:19]3[C:24](=[CH:23][CH:22]=[CH:21][CH:20]=3)[NH:16][CH:17]=2)=[O:29])[CH2:40][CH2:39]1)(=[O:37])[C:31]1[CH:36]=[CH:35][CH:34]=[CH:33][CH:32]=1 |f:4.5.6|. Reported procedure: A sample of an indole of the formula ##STR7## in a solvent such as anhydrous ether is allowed to react with oxalyl chloride at a temperature of from -15° to 15° C. for from a couple of minutes to one hour to produce a mixture of a corresponding 3-indoleglyoxyloyl chloride in the solvent which is then added to a cooled solution of 4-benzoylpiperidine in a suitable organic solvent such as chloroform optionally containing an acid scavenger such as potassium carbonate and allowing the mixture to rea...